describe an organic reaction: reactants, conditions, products, and yield From a dataset of the Open Reaction Database (ORD), a public repository of structured organic reaction records. The reactants are CC1=C(C(=NO1)C1=CC=CC=C1)C(=O)O (5-methyl-3-phenyl-isoxazole-4-carboxylic acid), S(=O)(Cl)Cl (thionyl chloride), C(C)O (ethanol). The product is C(C)OC(=O)C=1C(=NOC1C)C1=CC=CC=C1 (5-Methyl-3-phenyl-isoxazole-4-carboxylic acid ethyl ester). Reaction SMILES: [CH3:1][C:2]1[O:6][N:5]=[C:4]([C:7]2[CH:12]=[CH:11][CH:10]=[CH:9][CH:8]=2)[C:3]=1[C:13]([OH:15])=[O:14].S(Cl)(Cl)=O.[CH2:20](O)[CH3:21]>>[CH2:20]([O:14][C:13]([C:3]1[C:4]([C:7]2[CH:12]=[CH:11][CH:10]=[CH:9][CH:8]=2)=[N:5][O:6][C:2]=1[CH3:1])=[O:15])[CH3:21]. Procedure: A mixture of 5-methyl-3-phenyl-isoxazole-4-carboxylic acid (10.0 g, 0.05 mol) and thionyl chloride (18.0 ml, 0.25 mol) in ethanol (100 ml) was refluxed for 5 h before it was cooled to room temperature and concentrated in vacuo. The residue was partitioned between ethyl acetate and water, the organic layer was washed with saturated aqueous sodium bicarbonate solution, and brine, before it was dried over anhydrous sodium sulfate and concentrated in vacuo to give the title compound as a yellow soli... Reported procedure: To a solution of 6-methoxy-1-indanone (15 g, 93 mmol) and 2-formylbenzoic acid (14 g, 93 mmol) in MeOH (1 L) was added NaOH (47 ml, 5N). The mixture was stirred at r.t. for 20 hrs. NH4Cl solution was added and the resulting mixture was buffered to pH 6 with HOAc. The yellow solid was filtered, washed with H2O, and dried in air to give 25 g (92%) of the title compound. Reactants: [NH4+].[Cl-] (NH4Cl), COC1=CC=C2CCC(C2=C1)=O (6-methoxy-1-indanone), C(=O)C1=C(C(=O)O)C=CC=C1 (2-formylbenzoic acid), [OH-].[Na+] (NaOH). Solvent: CO (MeOH), CC(=O)O (HOAc). Reaction SMILES: [CH3:1][O:2][C:3]1[CH:11]=[C:10]2[C:6]([CH2:7][CH2:8][C:9]2=[O:12])=[CH:5][CH:4]=1.[CH:13]([C:15]1[CH:23]=[CH:22][CH:21]=[CH:20][C:16]=1[C:17]([OH:19])=[O:18])=O.[OH-].[Na+].[NH4+].[Cl-]>CO.CC(O)=O>[C:17]([C:16]1[CH:20]=[CH:21][CH:22]=[CH:23][C:15]=1[CH:13]=[C:8]1[CH2:7][C:6]2[C:10](=[CH:11][C:3]([O:2][CH3:1])=[CH:4][CH:5]=2)[C:9]1=[O:12])([OH:19])=[O:18] |f:2.3,4.5|. The yield is 91.3%. Yields the product C(=O)(O)C1=C(C=CC=C1)C=C1C(C2=CC(=CC=C2C1)OC)=O (2-(2-Carboxyphenyl)methylene-6-methoxy-1-indanone). Run at time 20 hour. Starting materials: Cl (HCl), C(C)N1C=C(C(C2=CC=CC(=C12)O)=O)C(=O)O (1-ethyl-1,4-dihydro-8-hydroxy-4-quinolone-3-carboxylic acid), [OH-].[Na+] (NaOH), C(C)(C)O (isopropanol), C(Cl)C1CO1 (epichlorohydrin), [OH-].[K+] (potassium hydroxide), C(C)(C)O (isopropanol). Reagents/catalysts: O (water). Product: C(C)N1C=C(C(C2=CC=CC(=C12)OCC(COC=1C=CC=C2C(C(=CN(C12)CC)C(=O)O)=O)O)=O)C(=O)O (1,3-Bis(1-ethyl-3-carboxy-1,4-dihydro-4-oxo-8-quinolyloxy)-2-propanol). Reaction SMILES: [CH2:1]([N:3]1[C:12]2[C:7](=[CH:8][CH:9]=[CH:10][C:11]=2[OH:13])[C:6](=[O:14])[C:5]([C:15]([OH:17])=[O:16])=[CH:4]1)[CH3:2].[CH2:18]([CH:20]1[O:22][CH2:21]1)Cl.[OH-:23].[K+].[OH-:25].[Na+].Cl.[CH:28]([OH:31])([CH3:30])[CH3:29]>O>[CH2:1]([N:3]1[C:12]2[C:7](=[CH:8][CH:9]=[CH:10][C:11]=2[O:13][CH2:12][CH:11]([OH:13])[CH2:10][O:31][C:28]2[CH:30]=[CH:15][CH:5]=[C:6]3[C:29]=2[N:3]([CH2:1][CH3:2])[CH:4]=[C:20]([C:18]([OH:25])=[O:23])[C:21]3=[O:22])[C:6](=[O:14])[C:5]([C:15]([OH:17])=[O:16])=[CH:4]1)[CH3:2] |f:2.3,4.5|. Procedure: 0.466 g. (2 mmol) of 1-ethyl-1,4-dihydro-8-hydroxy-4-quinolone-3-carboxylic acid is suspended in 10 ml. of isopropanol; 0.086 ml. (1.1 mmol) of epichlorohydrin is added thereto, and then a solution of 0.224 g. (4.0 mmol) of potassium hydroxide in 5 ml. of isopropanol and 2 drops of water are furthermore introduced. The mixture is refluxed for 48 hours, combined with 2 N NaOH until a clear solution results, and then neutralized with 2 N HCl. The thus-precipitated material is filtered off, washed ... Starting materials: CC=1N(C2=CC=CC=C2C1C(=O)O)C1=C2C=CC=NC2=CC=C1 (2-methyl-1-(quinolin-5-yl)-1H-indole-3-carboxylic acid). Reagents/catalysts: O=[Pt]=O (PtO2). Solvent: C(C)(=O)O (acetic acid). Conditions: temperature 22 celsius, time 20 hour. Yields the product CC=1N(C2=CC=CC=C2C1C(=O)O)C1=C2CCCNC2=CC=C1 (2-methyl-1-(1,2,3,4-tetrahydroquinolin-5-yl)-1H-indole-3-carboxylic acid). Reaction SMILES: [CH3:1][C:2]1[N:3]([C:14]2[CH:23]=[CH:22][CH:21]=[C:20]3[C:15]=2[CH:16]=[CH:17][CH:18]=[N:19]3)[C:4]2[C:9]([C:10]=1[C:11]([OH:13])=[O:12])=[CH:8][CH:7]=[CH:6][CH:5]=2>C(O)(=O)C.O=[Pt]=O>[CH3:1][C:2]1[N:3]([C:14]2[CH:23]=[CH:22][CH:21]=[C:20]3[C:15]=2[CH2:16][CH2:17][CH2:18][NH:19]3)[C:4]2[C:9]([C:10]=1[C:11]([OH:13])=[O:12])=[CH:8][CH:7]=[CH:6][CH:5]=2. Procedure details: To a solution of 2-methyl-1-(quinolin-5-yl)-1H-indole-3-carboxylic acid (Example 40) (25 mg) in acetic acid (3 mL) was added PtO2 (50 mg) at 22° C. The reaction was stirred at 22° C. under H2 ball for 20 hrs. Then the mixture was filtered and the filtrate was purified by column chromatography on silica gel eluted with dichloromethane:methanol=70:1 to the title compound as a yellow solid (20 mg, 71%). Reactants: C(C)(=O)OCC=1C=C(C=NC1)COC=1C=C2C=3C=CC(=CC3N3C2=C(C1)C(C(=C3)CC=3C=NC=CC3)=O)Br (2-(5-acetoxymethyl-3-pyridylmethyloxy)-9-bromo-5-(3-pyridylmethyl)-4H-pyrido[3,2,1-jk]carbazole-4-one), [OH-].[Na+] (sodium hydroxide). Solvent: O (water), CO (methanol). Run at time 10 minute. The product is BrC1=CC=2N3C4=C(C=C(C=C4C2C=C1)OCC=1C=NC=C(C1)CO)C(C(=C3)CC=3C=NC=CC3)=O (9-bromo-2-(5-hydroxymethyl-3-pyridylmethyloxy)-5-(3-pyridylmethyl)-4H-pyrido[3,2,1-jk]carbazole-4-one). The yield is 91.8%. RXN SMILES: C([O:4][CH2:5][C:6]1[CH:7]=[C:8]([CH2:12][O:13][C:14]2[CH:15]=[C:16]3[C:24]4=[C:25]([C:27](=[O:37])[C:28]([CH2:30][C:31]5[CH:32]=[N:33][CH:34]=[CH:35][CH:36]=5)=[CH:29][N:23]4[C:22]4[CH:21]=[C:20]([Br:38])[CH:19]=[CH:18][C:17]3=4)[CH:26]=2)[CH:9]=[N:10][CH:11]=1)(=O)C.[OH-].[Na+]>CO.O>[Br:38][C:20]1[CH:19]=[CH:18][C:17]2[C:16]3[C:24]4=[C:25]([C:27](=[O:37])[C:28]([CH2:30][C:31]5[CH:32]=[N:33][CH:34]=[CH:35][CH:36]=5)=[CH:29][N:23]4[C:22]=2[CH:21]=1)[CH:26]=[C:14]([O:13][CH2:12][C:8]1[CH:9]=[N:10][CH:11]=[C:6]([CH2:5][OH:4])[CH:7]=1)[CH:15]=3 |f:1.2|. Reported procedure: 2-(5-acetoxymethyl-3-pyridylmethyloxy)-9-bromo-5-(3-pyridylmethyl)-4H-pyrido[3,2,1-jk]carbazole-4-one (200 mg) produced in Example 106 was suspended in methanol (10 ml), and to the suspension was added a solution of sodium hydroxide (85 mg) in water (0.8 ml). The mixture was stirred at room temperature for 10 minutes, and the crystals precipitated were recovered by filtration, and washed with methanol and ether in succession to obtain the title compound (170 mg, 92%). Starting materials: CC1=NC(=CC=C1C=O)C1=CC(=CC=C1)C(F)(F)F (2-methyl-6-(3-trifluoromethyl-phenyl)-pyridine-3-carbaldehyde), C[Mg]Cl (methyl magnesium chloride), ice NH4Cl. The solvent is C1CCOC1 (THF). Yields the product CC1=NC(=CC=C1CO)C1=CC(=CC=C1)C(F)(F)F ([rac]-1-[2-Methyl-6-(3-trifluoromethyl-phenyl)-pyridin-3-yl]-methanol). As a reaction SMILES: [CH3:1][C:2]1[C:7]([CH:8]=[O:9])=[CH:6][CH:5]=[C:4]([C:10]2[CH:15]=[CH:14][CH:13]=[C:12]([C:16]([F:19])([F:18])[F:17])[CH:11]=2)[N:3]=1.C[Mg]Cl>C1COCC1>[CH3:1][C:2]1[C:7]([CH2:8][OH:9])=[CH:6][CH:5]=[C:4]([C:10]2[CH:15]=[CH:14][CH:13]=[C:12]([C:16]([F:18])([F:17])[F:19])[CH:11]=2)[N:3]=1. Procedure: 0.500 g (1.89 mmol) of the above prepared 2-methyl-6-(3-trifluoromethyl-phenyl)-pyridine-3-carbaldehyde was dissolved in 9.4 ml of abs. THF and treated at −10° C. with 0.94 ml of 3M methyl magnesium chloride solution (in THF). After 30 Min., the reaction mixture was carefully poured onto crashed ice/NH4Cl, extracted twice with AcOEt, washed with water, dried over sodium sulfate, and evaporated to dryness to leave 0.532 g of the title product, pure according to NMR.